The task is: describe an organic reaction: reactants, conditions, products, and yield. This data is from the Open Reaction Database (ORD), a public repository of structured organic reaction records. Starting materials: FC(C=1C=C2C(C(NC2=CC1)=O)=O)(F)F (5-trifluoromethylisatin), Cl.NCC(=O)C1=CC=C(C=C1)OC1=CC=CC=C1 (2-Amino-4'-phenoxyacetophenone hydrochloride), O (water). The product is NC=1C(=NC2=CC=C(C=C2C1C(=O)O)C(F)(F)F)C1=CC=C(C=C1)OC1=CC=CC=C1 (3-Amino-6-trifluoromethyl-2-(4-phenoxyphenyl)-4-quinolinecarboxylic acid). RXN SMILES: [F:1][C:2]([F:15])([F:14])[C:3]1[CH:4]=[C:5]2[C:9](=[CH:10][CH:11]=1)[NH:8][C:7](=[O:12])[C:6]2=O.Cl.[NH2:17][CH2:18][C:19]([C:21]1[CH:26]=[CH:25][C:24]([O:27][C:28]2[CH:33]=[CH:32][CH:31]=[CH:30][CH:29]=2)=[CH:23][CH:22]=1)=O.[OH2:34]>>[NH2:17][C:18]1[C:19]([C:21]2[CH:26]=[CH:25][C:24]([O:27][C:28]3[CH:33]=[CH:32][CH:31]=[CH:30][CH:29]=3)=[CH:23][CH:22]=2)=[N:8][C:9]2[C:5]([C:6]=1[C:7]([OH:34])=[O:12])=[CH:4][C:3]([C:2]([F:15])([F:14])[F:1])=[CH:11][CH:10]=2 |f:1.2|. Reported procedure: A solution of 6.45 g of 5-trifluoromethylisatin in water was reacted with 7.91 g of 2-amino-4'-phenoxyacetophenone hydrochloride (example 5) by the procedure described in example 6, giving 7.7 g of the desired compound as a yellow solid, mp 220°-225° C.